Dataset: the Open Reaction Database (ORD), a public repository of structured organic reaction records. Task: describe an organic reaction: reactants, conditions, products, and yield Starting materials: [Al+3], CCOCC, O=C(O)c1cc(Cl)cc(Cl)c1Cl, [H-], [H-], [H-], [H-], [Li+], [Na+], [OH-], O. The product is OCc1cc(Cl)cc(Cl)c1Cl. Reaction SMILES: [Al+3:2].[CH3:22][CH2:23][O:24][CH2:25][CH3:26].[Cl:7][c:8]1[c:9]([C:10](=[O:11])[OH:12])[cH:13][c:14]([Cl:18])[cH:15][c:16]1[Cl:17].[H-:1].[H-:4].[H-:5].[H-:6].[Li+:3].[Na+:21].[OH-:20].[OH2:19]>>[Cl:7][c:8]1[c:9]([CH2:10][OH:11])[cH:13][c:14]([Cl:18])[cH:15][c:16]1[Cl:17]. The reactants are Cl (hydrogen chloride), C1(=CC=CC=C1)C[C@@H]1CCCC[C@@]12S(CCN(C(C2)=O)CC=2C=NC=CC2)(=O)=O ((1S,6S)-1-phenylmethyl-10-(3-pyridylmethyl)-11-oxo-7-thia-10-azaspiro[5.6]-dodecane 7,7-dioxide). The solvent is C(C)(=O)OCC (ethyl acetate), C(Cl)Cl (methylene chloride). Conditions: temperature 80 celsius. The product is Cl.C1(=CC=CC=C1)C[C@@H]1CCCC[C@@]12S(CCN(C(C2)=O)CC=2C=NC=CC2)(=O)=O ((1S,6S)-1-phenylmethyl-10-(3-pyridylmethyl)-11-oxo-7-thia-10-azaspiro[5.6]dodecane 7,7-dioxide hydrochloride). As a reaction SMILES: [ClH:1].[C:2]1([CH2:8][C@H:9]2[C@@:14]3([CH2:20][C:19](=[O:21])[N:18]([CH2:22][C:23]4[CH:24]=[N:25][CH:26]=[CH:27][CH:28]=4)[CH2:17][CH2:16][S:15]3(=[O:30])=[O:29])[CH2:13][CH2:12][CH2:11][CH2:10]2)[CH:7]=[CH:6][CH:5]=[CH:4][CH:3]=1>C(OCC)(=O)C.C(Cl)Cl>[ClH:1].[C:2]1([CH2:8][C@H:9]2[C@@:14]3([CH2:20][C:19](=[O:21])[N:18]([CH2:22][C:23]4[CH:24]=[N:25][CH:26]=[CH:27][CH:28]=4)[CH2:17][CH2:16][S:15]3(=[O:29])=[O:30])[CH2:13][CH2:12][CH2:11][CH2:10]2)[CH:7]=[CH:6][CH:5]=[CH:4][CH:3]=1 |f:4.5|. Procedure details: A solution of 4N hydrogen chloride in ethyl acetate (50 ml) was added to a solution of (1S,6S)-1-phenylmethyl-10-(3-pyridylmethyl)-11-oxo-7-thia-10-azaspiro[5.6]-dodecane 7,7-dioxide (12.6 g) in methylene chloride (130 ml) and the mixture was concentrated under reduced pressure. The residue was dissolved in ethyl alcohol (50 ml) and the solution was warmed at 80° C. Isopropyl alcohol (350 ml) was added dropwise to a solution and the mixture was refluxed for one hour. The mixture was cooled to 0°...